This data is from the Open Reaction Database (ORD), a public repository of structured organic reaction records. The task is: describe an organic reaction: reactants, conditions, products, and yield Reactants: Cn1nc(Cl)cc(Br)c1=O, CCN1CCN(c2ccc(N)nc2)CC1, ClCCl, O=C(C=Cc1ccccc1)C=Cc1ccccc1, C1COCCO1, O=C(C=Cc1ccccc1)C=Cc1ccccc1, O=C(C=Cc1ccccc1)C=Cc1ccccc1, O, [Pd], [Pd], CC1(C)c2cccc(P(c3ccccc3)c3ccccc3)c2Oc2c(P(c3ccccc3)c3ccccc3)cccc21. Yields the product CCN1CCN(c2ccc(Nc3cc(Cl)nn(C)c3=O)nc2)CC1. Reaction SMILES: [Br:16][c:17]1[c:18](=[O:25])[n:19]([CH3:24])[n:20][c:21]([Cl:23])[cH:22]1.[CH2:1]([CH3:2])[N:3]1[CH2:4][CH2:5][N:6]([c:9]2[cH:10][cH:11][c:12]([NH2:15])[n:13][cH:14]2)[CH2:7][CH2:8]1.[Cl:74][CH2:75][Cl:76].[O:116]=[C:117]([CH:118]=[CH:119][c:120]1[cH:121][cH:122][cH:123][cH:124][cH:125]1)[CH:126]=[CH:127][c:128]1[cH:129][cH:130][cH:131][cH:132][cH:133]1.[O:68]1[CH2:69][CH2:70][O:71][CH2:72][CH2:73]1.[O:80]=[C:81]([CH:82]=[CH:83][c:84]1[cH:85][cH:86][cH:87][cH:88][cH:89]1)[CH:90]=[CH:91][c:92]1[cH:93][cH:94][cH:95][cH:96][cH:97]1.[O:98]=[C:99]([CH:100]=[CH:101][c:102]1[cH:103][cH:104][cH:105][cH:106][cH:107]1)[CH:108]=[CH:109][c:110]1[cH:111][cH:112][cH:113][cH:114][cH:115]1.[OH2:77].[Pd:78].[Pd:79].[c:26]1([P:27]([c:28]2[cH:29][cH:30][cH:31][cH:32][cH:33]2)[c:34]2[c:35]3[c:59]([cH:60][cH:61][cH:62]2)[C:56]([CH3:57])([CH3:58])[c:38]2[c:37]([c:42]([P:43]([c:44]4[cH:45][cH:46][cH:47][cH:48][cH:49]4)[c:50]4[cH:51][cH:52][cH:53][cH:54][cH:55]4)[cH:41][cH:40][cH:39]2)[O:36]3)[cH:63][cH:64][cH:65][cH:66][cH:67]1>>[CH2:1]([CH3:2])[N:3]1[CH2:4][CH2:5][N:6]([c:9]2[cH:10][cH:11][c:12]([NH:15][c:17]3[c:18](=[O:25])[n:19]([CH3:24])[n:20][c:21]([Cl:23])[cH:22]3)[n:13][cH:14]2)[CH2:7][CH2:8]1.